From a dataset of the Open Reaction Database (ORD), a public repository of structured organic reaction records. describe an organic reaction: reactants, conditions, products, and yield Procedure: The title compound was prepared in analogy to example 101 step B from (2-amino-5-chloro-phenyl)-(3-chloro-phenyl)-methanone (prepared as described in example 91 step A) and 4-ethyl-3-oxo-hexanenitrile (prepared as described in example 101 step A). Light yellow oil. MS (ESI): 369.3 (M+H)+. Starting materials: NC1=C(C=C(C=C1)Cl)C(=O)C1=CC(=CC=C1)Cl ((2-amino-5-chloro-phenyl)-(3-chloro-phenyl)-methanone), C(C)C(C(CC#N)=O)CC (4-Ethyl-3-oxo-hexanenitrile). As a reaction SMILES: [NH2:1][C:2]1[CH:7]=[CH:6][C:5]([Cl:8])=[CH:4][C:3]=1[C:9]([C:11]1[CH:16]=[CH:15][CH:14]=[C:13]([Cl:17])[CH:12]=1)=O.[CH2:18]([CH:20]([CH2:26][CH3:27])[C:21](=O)[CH2:22][C:23]#[N:24])[CH3:19]>>[Cl:8][C:5]1[CH:4]=[C:3]2[C:2](=[CH:7][CH:6]=1)[N:1]=[C:21]([CH:20]([CH2:26][CH3:27])[CH2:18][CH3:19])[C:22]([C:23]#[N:24])=[C:9]2[C:11]1[CH:16]=[CH:15][CH:14]=[C:13]([Cl:17])[CH:12]=1. The product is ClC=1C=C2C(=C(C(=NC2=CC1)C(CC)CC)C#N)C1=CC(=CC=C1)Cl (6-Chloro-4-(3-chloro-phenyl)-2-(1-ethyl-propyl)-quinoline-3-carbonitrile). Reactants: CSc1nc(N2CCOCC2)c2cc(CN3CCN(S(C)(=O)=O)CC3)sc2n1, CCCC[Sn](CCCC)(CCCC)c1cnc(C)nc1, COCCOC, CCOC(C)=O, CSC, [Cu]Br, c1ccc(P(c2ccccc2)(c2ccccc2)[Pd](P(c2ccccc2)(c2ccccc2)c2ccccc2)(P(c2ccccc2)(c2ccccc2)c2ccccc2)P(c2ccccc2)(c2ccccc2)c2ccccc2)cc1. The product is Cc1ncc(-c2nc(N3CCOCC3)c3cc(CN4CCN(S(C)(=O)=O)CC4)sc3n2)cn1. RXN SMILES: [CH3:1][S:2](=[O:3])(=[O:4])[N:5]1[CH2:6][CH2:7][N:8]([CH2:11][c:12]2[cH:13][c:14]3[c:15]([n:16][c:17]([S:26][CH3:27])[n:18][c:19]3[N:20]3[CH2:21][CH2:22][O:23][CH2:24][CH2:25]3)[s:28]2)[CH2:9][CH2:10]1.[CH3:29][c:30]1[n:31][cH:32][c:33]([Sn:36]([CH2:37][CH2:38][CH2:39][CH3:40])([CH2:41][CH2:42][CH2:43][CH3:44])[CH2:45][CH2:46][CH2:47][CH3:48])[cH:34][n:35]1.[CH3:49][O:50][CH2:51][CH2:52][O:53][CH3:54].[CH3:55][CH2:56][O:57][C:58](=[O:59])[CH3:60].[CH3:61][S:62][CH3:63].[Cu:64][Br:65].[cH:66]1[cH:67][cH:68][c:69]([P:70]([Pd:71]([P:72]([c:73]2[cH:74][cH:75][cH:76][cH:77][cH:78]2)([c:79]2[cH:80][cH:81][cH:82][cH:83][cH:84]2)[c:85]2[cH:86][cH:87][cH:88][cH:89][cH:90]2)([P:91]([c:92]2[cH:93][cH:94][cH:95][cH:96][cH:97]2)([c:98]2[cH:99][cH:100][cH:101][cH:102][cH:103]2)[c:104]2[cH:105][cH:106][cH:107][cH:108][cH:109]2)[P:110]([c:111]2[cH:112][cH:113][cH:114][cH:115][cH:116]2)([c:117]2[cH:118][cH:119][cH:120][cH:121][cH:122]2)[c:123]2[cH:124][cH:125][cH:126][cH:127][cH:128]2)([c:129]2[cH:130][cH:131][cH:132][cH:133][cH:134]2)[c:135]2[cH:136][cH:137][cH:138][cH:139][cH:140]2)[cH:141][cH:142]1>>[CH3:1][S:2](=[O:3])(=[O:4])[N:5]1[CH2:6][CH2:7][N:8]([CH2:11][c:12]2[cH:13][c:14]3[c:15]([n:16][c:17](-[c:33]4[cH:32][n:31][c:30]([CH3:29])[n:35][cH:34]4)[n:18][c:19]3[N:20]3[CH2:21][CH2:22][O:23][CH2:24][CH2:25]3)[s:28]2)[CH2:9][CH2:10]1. Reactants: CC(C)Cc1cc(-c2ccc(Cn3ccnc3)cc2)c(S(=O)(=O)NC(C)(C)C)s1, CCCCN=C=O, CC(C)=O, CCOC(C)=O, [Na+], [OH-], CC(C)Cc1cc(-c2ccc(Cn3ccnc3)cc2)c(S(N)(=O)=O)s1. Product: CCCCNC(=O)NS(=O)(=O)c1sc(CC(C)C)cc1-c1ccc(Cn2ccnc2)cc1. Reaction SMILES: [C:35]([NH:36][S:37]([c:38]1[s:39][c:40]([CH2:41][CH:42]([CH3:43])[CH3:44])[cH:45][c:46]1-[c:47]1[cH:48][cH:49][c:50]([CH2:51][n:52]2[cH:53][cH:54][n:55][cH:56]2)[cH:57][cH:58]1)(=[O:59])=[O:60])([CH3:61])([CH3:62])[CH3:63].[CH2:28]([CH2:29][CH2:30][CH3:31])[N:32]=[C:33]=[O:34].[CH3:64][C:65](=[O:66])[CH3:67].[CH3:68][CH2:69][O:70][C:71](=[O:72])[CH3:73].[Na+:27].[OH-:26].[n:1]1([CH2:6][c:7]2[cH:8][cH:9][c:10](-[c:13]3[c:14]([S:22](=[O:23])(=[O:24])[NH2:25])[s:15][c:16]([CH2:18][CH:19]([CH3:20])[CH3:21])[cH:17]3)[cH:11][cH:12]2)[cH:2][n:3][cH:4][cH:5]1>>[n:1]1([CH2:6][c:7]2[cH:8][cH:9][c:10](-[c:13]3[c:14]([S:22](=[O:23])(=[O:24])[NH:25][C:33]([NH:32][CH2:28][CH2:29][CH2:30][CH3:31])=[O:34])[s:15][c:16]([CH2:18][CH:19]([CH3:20])[CH3:21])[cH:17]3)[cH:11][cH:12]2)[cH:2][n:3][cH:4][cH:5]1. The reactants are solution, C(C)(C)[N-]C(C)C.[Li+] (lithium diisopropylamide), hexanes THF, ClC([C@H]1OC([C@H]2N1CCC2)=O)(Cl)Cl ((3R,7aS)-3-trichloromethyl-tetrahydro-pyrrolo[1,2-c]oxazol-1-one), COCCl (methoxymethylchloride), O (water). Solvent: C1CCOC1 (THF). Run at temperature -30 celsius. Yields the product COC[C@@]12N([C@H](OC1=O)C(Cl)(Cl)Cl)CCC2 ((3R,7aR)-7a-Methoxymethyl-3-trichloromethyl-tetrahydro-pyrrolo[1,2-c]oxazol-1-one). As a reaction SMILES: C([N-]C(C)C)(C)C.[Li+].[Cl:9][C:10]([Cl:21])([Cl:20])[C@@H:11]1[N:15]2[CH2:16][CH2:17][CH2:18][C@H:14]2[C:13](=[O:19])[O:12]1.[CH3:22][O:23][CH2:24]Cl.O>C1COCC1>[CH3:22][O:23][CH2:24][C@@:14]12[CH2:18][CH2:17][CH2:16][N:15]1[C@@H:11]([C:10]([Cl:9])([Cl:20])[Cl:21])[O:12][C:13]2=[O:19] |f:0.1|. Reported procedure: A 1M of solution of lithium diisopropylamide in a 3:5 mixture of hexanes/THF (8.25 ml) is added dropwise to (3R,7aS)-3-trichloromethyl-tetrahydro-pyrrolo[1,2-c]oxazol-1-one (1.51 g, prepared as described by Wang and Germanas Synlett 1999, 33-36.) in THF (5 ml) at −78° C. After stirring 30 minutes at −78° C. methoxymethylchloride (1.14 ml) is added. The reaction mixture is then allowed to warm to −30° C. over 3 hours and water is added. The aqueous layer is extracted with dichloromethane, the com... The reactants are FC1=CC=C(CNC(=O)C2=NC(=C3C=CC=NC3=C2O)CCN(C(CCl)=O)CCN)C=C1 (N-(4-fluorobenzyl)-5-{2-[(2-aminoethyl)(chloroacetyl)amino]ethyl}-8-hydroxy[1,6]naphthyridine-7-carboxamide), C(C)(C)N(CC)C(C)C (diisopropylethylamine). The solvent is ClCCl (dichloromethane). Conditions: time 2 hour. Product: FC1=CC=C(CNC(=O)C2=NC(=C3C=CC=NC3=C2O)CCN2C(CNCC2)=O)C=C1 (N-(4-Fluorobenzyl)-5-[2-(2-oxo-1-piperazinyl)ethyl]-8-hydroxy-[1,6]napthyridine-7-carboxamide). As a reaction SMILES: [F:1][C:2]1[CH:32]=[CH:31][C:5]([CH2:6][NH:7][C:8]([C:10]2[C:19]([OH:20])=[C:18]3[C:13]([CH:14]=[CH:15][CH:16]=[N:17]3)=[C:12]([CH2:21][CH2:22][N:23]([CH2:28][CH2:29][NH2:30])[C:24](=[O:27])[CH2:25]Cl)[N:11]=2)=[O:9])=[CH:4][CH:3]=1.C(N(C(C)C)CC)(C)C>ClCCl>[F:1][C:2]1[CH:32]=[CH:31][C:5]([CH2:6][NH:7][C:8]([C:10]2[C:19]([OH:20])=[C:18]3[C:13]([CH:14]=[CH:15][CH:16]=[N:17]3)=[C:12]([CH2:21][CH2:22][N:23]3[CH2:28][CH2:29][NH:30][CH2:25][C:24]3=[O:27])[N:11]=2)=[O:9])=[CH:4][CH:3]=1. Reported procedure: A mixture of the crude chloroamine from Step 1 (95 mg, 0.21 mmol) and diisopropylethylamine (0.5 mL, 2.87 mmol) in dichloromethane (5 mL) was stirred at room temperature for two hours. The resultant mixture was concentrated under vacuum. The residue was dissolved in DMSO and subjected to HPLC purification on C-18 stationary phase eluted with water/acetonitrile/TFA mobile phase. Collection and lyophilization of appropriate fractions provided the title compound as yellow solid. The reactants are ice, C1(=CC=CC=C1)C(C1=CC=CC=C1)OC(=O)C=1N2C([C@H]([C@H]2SCC1CSC1=CC(=NC=2N1N=C(N2)C(=O)OC(C2=CC=CC=C2)C2=CC=CC=C2)C)NC(\C(=N/O)\C=2N=C(SC2)NC(C2=CC=CC=C2)(C2=CC=CC=C2)C2=CC=CC=C2)=O)=O ((6R, 7R)-7-[2-(2-triphenylmethylamino-4-thiazolyl)-2-(Z-hydroxyimino)acetamido]-3-[(2-diphenylmethyloxycarbonyl-5-methyl-s-triazolo[1,5-a]pyrimidin-7-yl)thiomethyl]-8-oxo-5-thia-1-azabicyclo[4.2.0]oct-2-ene-2-carboxylic acid diphenylmethyl ester), C(C)(=O)OC1=CC(=C(C(=O)Cl)C=C1OC(C)=O)C (4,5-diacetoxy-2-methylbenzoyl chloride), C([O-])([O-])=O.[K+].[K+] (potassium carbonate). The solvent is ClCCl (dichloromethane). Reaction conditions: temperature 0 celsius, time 30 minute. The product is C1(=CC=CC=C1)C(C1=CC=CC=C1)OC(=O)C=1N2C([C@H]([C@H]2SCC1CSC1=CC(=NC=2N1N=C(N2)C(=O)OC(C2=CC=CC=C2)C2=CC=CC=C2)C)NC(\C(=N/OC(C2=C(C=C(C(=C2)OC(C)=O)OC(C)=O)C)=O)\C=2N=C(SC2)NC(C2=CC=CC=C2)(C2=CC=CC=C2)C2=CC=CC=C2)=O)=O ((6R, 7R)-7-[2-(2-triphenylmethylamino-4-thiazolyl)-2-[Z-(4,5-diacetoxy-2-methylbenzoyl)oxyimino]acetamido]-3-[(2-diphenylmethyloxycarbonyl-5-methyl-s-triazolo[1,5-a]pyrimidin-7-yl)thiomethyl]-8-oxo-5-thia-1-azabicyclo[4.2.0]oct-2-ene-2-carboxylic acid diphenylmethyl ester). Yield: 95.2%. As a reaction SMILES: [C:1]1([CH:7]([O:14][C:15]([C:17]2[N:18]3[C@H:21]([S:22][CH2:23][C:24]=2[CH2:25][S:26][C:27]2[N:32]4[N:33]=[C:34]([C:36]([O:38][CH:39]([C:46]5[CH:51]=[CH:50][CH:49]=[CH:48][CH:47]=5)[C:40]5[CH:45]=[CH:44][CH:43]=[CH:42][CH:41]=5)=[O:37])[N:35]=[C:31]4[N:30]=[C:29]([CH3:52])[CH:28]=2)[C@H:20]([NH:53][C:54](=[O:83])/[C:55](/[C:58]2[N:59]=[C:60]([NH:63][C:64]([C:77]4[CH:82]=[CH:81][CH:80]=[CH:79][CH:78]=4)([C:71]4[CH:76]=[CH:75][CH:74]=[CH:73][CH:72]=4)[C:65]4[CH:70]=[CH:69][CH:68]=[CH:67][CH:66]=4)[S:61][CH:62]=2)=[N:56]\[OH:57])[C:19]3=[O:84])=[O:16])[C:8]2[CH:13]=[CH:12][CH:11]=[CH:10][CH:9]=2)[CH:6]=[CH:5][CH:4]=[CH:3][CH:2]=1.[C:85]([O:88][C:89]1[C:97]([O:98][C:99](=[O:101])[CH3:100])=[CH:96][C:92]([C:93](Cl)=[O:94])=[C:91]([CH3:102])[CH:90]=1)(=[O:87])[CH3:86].C(=O)([O-])[O-].[K+].[K+]>ClCCl>[C:1]1([CH:7]([O:14][C:15]([C:17]2[N:18]3[C@H:21]([S:22][CH2:23][C:24]=2[CH2:25][S:26][C:27]2[N:32]4[N:33]=[C:34]([C:36]([O:38][CH:39]([C:40]5[CH:45]=[CH:44][CH:43]=[CH:42][CH:41]=5)[C:46]5[CH:51]=[CH:50][CH:49]=[CH:48][CH:47]=5)=[O:37])[N:35]=[C:31]4[N:30]=[C:29]([CH3:52])[CH:28]=2)[C@H:20]([NH:53][C:54](=[O:83])/[C:55](/[C:58]2[N:59]=[C:60]([NH:63][C:64]([C:71]4[CH:76]=[CH:75][CH:74]=[CH:73][CH:72]=4)([C:77]4[CH:78]=[CH:79][CH:80]=[CH:81][CH:82]=4)[C:65]4[CH:66]=[CH:67][CH:68]=[CH:69][CH:70]=4)[S:61][CH:62]=2)=[N:56]\[O:57][C:93](=[O:94])[C:92]2[CH:96]=[C:97]([O:98][C:99](=[O:101])[CH3:100])[C:89]([O:88][C:85](=[O:87])[CH3:86])=[CH:90][C:91]=2[CH3:102])[C:19]3=[O:84])=[O:16])[C:8]2[CH:13]=[CH:12][CH:11]=[CH:10][CH:9]=2)[CH:2]=[CH:3][CH:4]=[CH:5][CH:6]=1 |f:2.3.4|. Procedure details: To an ice-cooled solution of (6R, 7R)-7-[2-(2-triphenylmethylamino-4-thiazolyl)-2-(Z-hydroxyimino)acetamido]-3-[(2-diphenylmethyloxycarbonyl-5-methyl-s-triazolo[1,5-a]pyrimidin-7-yl)thiomethyl]-8-oxo-5-thia-1-azabicyclo[4.2.0]oct-2-ene-2-carboxylic acid diphenylmethyl ester (0.7 g) in dry dichloromethane (10 ml) was added 4,5-diacetoxy-2-methylbenzoyl chloride (0.19 g) at once and then potassium carbonate (0.083 g). The yellow suspension was stirred at 0° C. for 30 minutes, the insoluble matters... Isolated yield 88.8%. Solvent: CN(C)C=O (DMF). The reactants are ClC1=C2C(NC(=NC2=CC=C1)C1=CC(=C(C(=C1)C)OCCO)C)=O (5-chloro-2-(4-(2-hydroxyethoxy)-3,5-dimethylphenyl)quinazolin-4(3H)-one), C(Br)(Br)(Br)Br (carbon tetrabromide), C1(=CC=CC=C1)P(C1=CC=CC=C1)C1=CC=CC=C1 (triphenylphosphine). As a reaction SMILES: [Cl:1][C:2]1[CH:11]=[CH:10][CH:9]=[C:8]2[C:3]=1[C:4](=[O:24])[NH:5][C:6]([C:12]1[CH:17]=[C:16]([CH3:18])[C:15]([O:19][CH2:20][CH2:21]O)=[C:14]([CH3:23])[CH:13]=1)=[N:7]2.C(Br)(Br)(Br)[Br:26].C1(P(C2C=CC=CC=2)C2C=CC=CC=2)C=CC=CC=1>CN(C=O)C>[Br:26][CH2:21][CH2:20][O:19][C:15]1[C:16]([CH3:18])=[CH:17][C:12]([C:6]2[NH:5][C:4](=[O:24])[C:3]3[C:8](=[CH:9][CH:10]=[CH:11][C:2]=3[Cl:1])[N:7]=2)=[CH:13][C:14]=1[CH3:23]. Run at time 27 hour. The product is BrCCOC1=C(C=C(C=C1C)C1=NC2=CC=CC(=C2C(N1)=O)Cl)C (2-(4-(2-bromoethoxy)-3,5-dimethylphenyl)-5-chloroquinazolin-4(3H)-one). Procedure: To a solution of 5-chloro-2-(4-(2-hydroxyethoxy)-3,5-dimethylphenyl)quinazolin-4(3H)-one (0.40 g, 1.16 mmol) in anhydrous DMF (10 mL) was added carbon tetrabromide (0.42 g, 1.27 mmol) and triphenylphosphine (0.33 g, 1.27 mmol). The reaction mixture was stirred at room temperature for 27 hours. Solvent was evaporated to dryness in vacuo and the residue triturated with Et2O (15 mL)/EtOAc (15 mL) to give 2-(4-(2-bromoethoxy)-3,5-dimethylphenyl)-5-chloroquinazolin-4(3H)-one (0.42 g). It was used wit...